Dataset: the Open Reaction Database (ORD), a public repository of structured organic reaction records. Task: describe an organic reaction: reactants, conditions, products, and yield The reactants are CCOC(=O)C(Cc1ccc(O)cc1)OCC, OCCC(c1ccccc1)c1ccc(-c2ccccc2)cc1, c1ccc(P(c2ccccc2)c2ccccc2)cc1. Product: CCOC(=O)C(Cc1ccc(OCCC(c2ccccc2)c2ccc(-c3ccccc3)cc2)cc1)OCC. As a reaction SMILES: [CH2:42]([CH3:43])[O:44][C:45]([CH:46]([CH2:47][c:48]1[cH:49][cH:50][c:51]([OH:54])[cH:52][cH:53]1)[O:55][CH2:56][CH3:57])=[O:58].[c:1]1(-[c:17]2[cH:18][cH:19][cH:20][cH:21][cH:22]2)[cH:2][cH:3][c:4]([CH:7]([CH2:8][CH2:9][OH:10])[c:11]2[cH:12][cH:13][cH:14][cH:15][cH:16]2)[cH:5][cH:6]1.[c:23]1([P:24]([c:25]2[cH:26][cH:27][cH:28][cH:29][cH:30]2)[c:31]2[cH:32][cH:33][cH:34][cH:35][cH:36]2)[cH:37][cH:38][cH:39][cH:40][cH:41]1>>[c:1]1(-[c:17]2[cH:18][cH:19][cH:20][cH:21][cH:22]2)[cH:2][cH:3][c:4]([CH:7]([CH2:8][CH2:9][O:10][c:51]2[cH:50][cH:49][c:48]([CH2:47][CH:46]([C:45]([O:44][CH2:42][CH3:43])=[O:58])[O:55][CH2:56][CH3:57])[cH:53][cH:52]2)[c:11]2[cH:12][cH:13][cH:14][cH:15][cH:16]2)[cH:5][cH:6]1. Reactants: NC1CC2=C(N(C=3C=CC(=CC23)C#N)CC2=NC(=CC=C2)F)C1 ((±)-2-amino-4-(6-fluoro-pyridin-2-ylmethyl)-1,2,3,4-tetrahydro-cyclopenta[b]indole-7-carbonitrile), C(C)(C)N(CC)C(C)C (diisopropylethylamine), CN(C(=O)Cl)C (N,N-dimethylcarbamoyl chloride). Run in ClCCl (dichloromethane). Conditions: time 8 hour. Yields the product C(#N)C1=CC=2C3=C(N(C2C=C1)CC1=NC(=CC=C1)F)CC(C3)NC(N(C)C)=O ((±)-3-[7-Cyano-4-(6-fluoro-pyridin-2-ylmethyl)-1,2,3,4-tetrahydro-cyclopenta[b]indol-2-yl]-1,1-dimethyl-urea). As a reaction SMILES: [NH2:1][CH:2]1[CH2:23][C:5]2[N:6]([CH2:15][C:16]3[CH:21]=[CH:20][CH:19]=[C:18]([F:22])[N:17]=3)[C:7]3[CH:8]=[CH:9][C:10]([C:13]#[N:14])=[CH:11][C:12]=3[C:4]=2[CH2:3]1.C(N(C(C)C)CC)(C)C.[CH3:33][N:34]([CH3:38])[C:35](Cl)=[O:36]>ClCCl>[C:13]([C:10]1[CH:9]=[CH:8][C:7]2[N:6]([CH2:15][C:16]3[CH:21]=[CH:20][CH:19]=[C:18]([F:22])[N:17]=3)[C:5]3[CH2:23][CH:2]([NH:1][C:35](=[O:36])[N:34]([CH3:38])[CH3:33])[CH2:3][C:4]=3[C:12]=2[CH:11]=1)#[N:14]. Reported procedure: To a solution of (±)-2-amino-4-(6-fluoro-pyridin-2-ylmethyl)-1,2,3,4-tetrahydro-cyclopenta[b]indole-7-carbonitrile (70 mg, 0.23 mmol) and diisopropylethylamine (0.35 mmol, 61 μL) in dichloromethane (1 mL) add N,N-dimethylcarbamoyl chloride (0.35 mmol, 32 μL) and stir at room temperature overnight. Load the solution on silica gel and purify by column chromatography (0-100% ethyl acetate/dichloromethane) to obtain the title compound. LCMS 378.1 (M+1).